This data is from the Open Reaction Database (ORD), a public repository of structured organic reaction records. The task is: describe an organic reaction: reactants, conditions, products, and yield The reactants are O=C1CCC(=O)N1Br, Cc1ccc(F)cc1Br, O=C(OOC(=O)c1ccccc1)c1ccccc1, ClC(Cl)(Cl)Cl. Product: Fc1ccc(CBr)c(Br)c1. As a reaction SMILES: [Br:10][N:11]1[C:12](=[O:13])[CH2:14][CH2:15][C:16]1=[O:17].[Br:1][c:2]1[c:3]([CH3:9])[cH:4][cH:5][c:6]([F:8])[cH:7]1.[C:18]([O:19][O:20][C:21](=[O:22])[c:23]1[cH:24][cH:25][cH:26][cH:27][cH:28]1)(=[O:29])[c:30]1[cH:31][cH:32][cH:33][cH:34][cH:35]1.[C:36]([Cl:37])([Cl:38])([Cl:39])[Cl:40]>>[Br:1][c:2]1[c:3]([CH2:9][Br:10])[cH:4][cH:5][c:6]([F:8])[cH:7]1. Reactants: C=O, CC(C)NCCC(C)c1ccccc1-c1ccccc1, O=CO. Yields the product CC(CCN(C)C(C)C)c1ccccc1-c1ccccc1. As a reaction SMILES: [CH2:21]=[O:22].[CH:1]([CH3:2])([CH3:3])[NH:4][CH2:5][CH2:6][CH:7]([CH3:8])[c:9]1[c:10](-[c:15]2[cH:16][cH:17][cH:18][cH:19][cH:20]2)[cH:11][cH:12][cH:13][cH:14]1.[CH:23]([OH:24])=[O:25]>>[CH:1]([CH3:2])([CH3:3])[N:4]([CH2:5][CH2:6][CH:7]([CH3:8])[c:9]1[c:10](-[c:15]2[cH:16][cH:17][cH:18][cH:19][cH:20]2)[cH:11][cH:12][cH:13][cH:14]1)[CH3:21]. Starting materials: C1CCOC1, [N-]=[N+]=NCc1cc([N+](=O)[O-])ccc1Br, O, c1ccc(P(c2ccccc2)c2ccccc2)cc1. The product is NCc1cc([N+](=O)[O-])ccc1Br. RXN SMILES: [CH2:15]1[O:16][CH2:17][CH2:18][CH2:19]1.[N:1](=[N+:2]=[N-:3])[CH2:4][c:5]1[c:6]([Br:14])[cH:7][cH:8][c:9]([N+:11](=[O:12])[O-:13])[cH:10]1.[OH2:39].[c:20]1([P:21]([c:22]2[cH:23][cH:24][cH:25][cH:26][cH:27]2)[c:28]2[cH:29][cH:30][cH:31][cH:32][cH:33]2)[cH:34][cH:35][cH:36][cH:37][cH:38]1>>[NH2:1][CH2:4][c:5]1[c:6]([Br:14])[cH:7][cH:8][c:9]([N+:11](=[O:12])[O-:13])[cH:10]1. Reactants: ClC1=CC=CC2=C1C(N(CC=1N2C=NC1C#N)C)=O (7-Chloro-5,6-dihydro-5-methyl-6-oxo-4H-imidazo[1,5-a][1,4]benzodiazepine-3-carbonitrile), O (water), C[O-].[Na+] (Sodium methanolate), Cl.NO (hydroxylamine hydrochloride). Solvent: CN(C=O)C (N,N-dimethylformamide). Conditions: temperature 1 celsius. Yields the product ClC1=CC=CC2=C1C(N(CC=1N2C=NC1C(N)=NO)C)=O (7-Chloro-5,6-dihydro-5-methyl-6-oxo-4H-imidazo[1,5-a][1,4]benzodiazepine-3-carboxamidoxime). As a reaction SMILES: [Cl:1][C:2]1[C:7]2[C:8](=[O:19])[N:9]([CH3:18])[CH2:10][C:11]3[N:12]([CH:13]=[N:14][C:15]=3[C:16]#[N:17])[C:6]=2[CH:5]=[CH:4][CH:3]=1.Cl.[NH2:21][OH:22].C[O-].[Na+].O>CN(C)C=O>[Cl:1][C:2]1[C:7]2[C:8](=[O:19])[N:9]([CH3:18])[CH2:10][C:11]3[N:12]([CH:13]=[N:14][C:15]=3[C:16](=[N:21][OH:22])[NH2:17])[C:6]=2[CH:5]=[CH:4][CH:3]=1 |f:1.2,3.4|. Procedure details: 16.8 g 7-Chloro-5,6-dihydro-5-methyl-6-oxo-4H-imidazo[1,5-a][1,4]benzodiazepine-3-carbonitrile were suspended under stirring and argon atmosphere in 101 ml N,N-dimethylformamide and 13.48 g hydroxylamine hydrochloride were added in one portion. 34.2 ml Sodium methanolate were then added over 60 minutes to the yellow suspension, which turned to a colorless suspension. It was stirred one more hour at r.t., then cooled to 0-2° C. and 202 ml deionized water were added over 30 minutes. After stirring... The reactants are C(CCCCCCCCCCCCCCC)SCC1(OCCC1)CO (2-Hexadecylthiomethyl-2-hydroxymethyltetrahydrofuran), C(CCCCCCCCCCCCCCC)SCC(CN)OC (3-hexadecylthio-2-methoxypropylamine). Product: NCC1(OCCC1)CSCCCCCCCCCCCCCCCC (2-aminomethyl-2-hexadecylthiomethyltetrahydrofuran). RXN SMILES: [CH2:1]([S:17][CH2:18][C:19]1([CH2:24]O)[CH2:23][CH2:22][CH2:21][O:20]1)[CH2:2][CH2:3][CH2:4][CH2:5][CH2:6][CH2:7][CH2:8][CH2:9][CH2:10][CH2:11][CH2:12][CH2:13][CH2:14][CH2:15][CH3:16].C(SCC(OC)C[NH2:46])CCCCCCCCCCCCCCC>>[NH2:46][CH2:24][C:19]1([CH2:18][S:17][CH2:1][CH2:2][CH2:3][CH2:4][CH2:5][CH2:6][CH2:7][CH2:8][CH2:9][CH2:10][CH2:11][CH2:12][CH2:13][CH2:14][CH2:15][CH3:16])[CH2:23][CH2:22][CH2:21][O:20]1. Procedure: 2-Hexadecylthiomethyl-2-hydroxymethyltetrahydrofuran IVb1 is allowed to react and worked by the same procedure as described in (3), the summary of the experimental condition and the physical data of the prodcut are listed in the Tables 5 and 6. The reactants are O (water), C([O-])([O-])=O.[K+].[K+] (Potassium carbonate), BrCC1=C(C(=O)OC(C)(C)C)C=C(C=C1)C(F)(F)F (tert-butyl 2-(bromomethyl)-5-(trifluoromethyl)benzoate), IC1=CC=C(C=C1)O (4-iodophenol). Run in CN(C=O)C (N,N-dimethylformamide). Conditions: time 2 hour. The product is IC1=CC=C(OCC2=C(C(=O)OC(C)(C)C)C=C(C=C2)C(F)(F)F)C=C1 (tert-butyl 2-[(4-iodophenoxy)methyl]-5-(trifluoromethyl)benzoate). Yield: 93.9%. As a reaction SMILES: C(=O)([O-])[O-].[K+].[K+].Br[CH2:8][C:9]1[CH:21]=[CH:20][C:19]([C:22]([F:25])([F:24])[F:23])=[CH:18][C:10]=1[C:11]([O:13][C:14]([CH3:17])([CH3:16])[CH3:15])=[O:12].[I:26][C:27]1[CH:32]=[CH:31][C:30]([OH:33])=[CH:29][CH:28]=1.O>CN(C)C=O>[I:26][C:27]1[CH:32]=[CH:31][C:30]([O:33][CH2:8][C:9]2[CH:21]=[CH:20][C:19]([C:22]([F:25])([F:24])[F:23])=[CH:18][C:10]=2[C:11]([O:13][C:14]([CH3:17])([CH3:16])[CH3:15])=[O:12])=[CH:29][CH:28]=1 |f:0.1.2|. Procedure: Potassium carbonate (1.30 g, 9.41 mmol) was added to a solution of tert-butyl 2-(bromomethyl)-5-(trifluoromethyl)benzoate (2.00 g, 5.90 mmol) obtained in Example (2-2) and 4-iodophenol (1.30 g, 5.91 mmol) in N,N-dimethylformamide (20 ml) under ice-cooling and the mixture was stirred at room temperature for 2 hours. The reaction mixture was poured into water and extracted with ethyl acetate (three times). After the organic layer was successively washed with water (three times) and a saturated aqu...